This data is from the Open Reaction Database (ORD), a public repository of structured organic reaction records. The task is: describe an organic reaction: reactants, conditions, products, and yield The reactants are C12(CCCC3=CC=CC=C13)NC(NC2=S)=O (3',4'-dihydro-spiro-[imidazolidine-4,1'(2'H)naphthalene]-2-one-5-thione), [OH-].[K+] (potassium hydroxide), [Na] (sodium), Cl (hydrochloric acid). Run in O (water), C(CC(C)C)O (isoamyl alcohol), C(C)OCC (diethyl ether). The product is C12(CCCC3=CC=CC=C13)NCNC2=O (3',4'-dihydro-spiro-[imidazolidine-4,1'(2'H)naphthalene]-5-one). As a reaction SMILES: [C:1]12([C:14](=S)[NH:13][C:12](=O)[NH:11]1)[C:10]1[C:5](=[CH:6][CH:7]=[CH:8][CH:9]=1)[CH2:4][CH2:3][CH2:2]2.[Na].Cl.[OH-:19].[K+]>O.C(OCC)C.C(O)CC(C)C>[C:1]12([C:14](=[O:19])[NH:13][CH2:12][NH:11]1)[C:10]1[C:5](=[CH:6][CH:7]=[CH:8][CH:9]=1)[CH2:4][CH2:3][CH2:2]2 |f:3.4,^1:16|. Procedure: In a flame-dried reaction flask containing 10 ml. of freshly distilled isoamyl alcohol, there were placed 300 mg. (0.00129 mole) of 3',4'-dihydro-spiro-[imidazolidine-4,1'(2'H)naphthalene]-2-one-5-thione (prepared as described above) while the entire system was under a dry nitrogen atmosphere. The resulting solution was then treated with 0.5 g. of sodium, which was added in small portions, and the mixture so obtained was heated at 90°-100° C. for a period of 30 minutes. After cooling to room tem... The reactants are C(C=CC)(=O)OCC (ethyl butenoate), Cl (hydrochloric acid), ClC1=CC(=C(C=C1OC1CCCC1)NC(OCC)=O)F (Ethyl N-(4-chloro-5-cyclopentyloxy-2-flourophenyl)carbamate), OC(C(=O)OCC)C(=C)C (ethyl 2-hydroxy-3-methyl-3-butenoate). The reagents and catalysts are C(CCC)N(CCCC)CCCC (tributylamine). Solvent: C1(=CC=CC=C1)C (toluene). Conditions: time 15 hour. Product: ClC1=CC(=C(C=C1OC1CCCC1)N1C(OC(C1=O)=C(C)C)=O)F (3-(4-chloro-5-cyclopentyloxy-2-fluorophenyl)-5-isopropylidene-1,3-oxazolidine-2,4-dione). Isolated yield 71.5%. Reaction SMILES: [Cl:1][C:2]1[C:7]([O:8][CH:9]2[CH2:13][CH2:12][CH2:11][CH2:10]2)=[CH:6][C:5]([NH:14][C:15](=[O:19])[O:16][CH2:17][CH3:18])=[C:4]([F:20])[CH:3]=1.O[CH:22]([C:28](C)=C)[C:23](OCC)=O.C(OCC)(=[O:35])C=CC.Cl>C(N(CCCC)CCCC)CCC.C1(C)C=CC=CC=1>[Cl:1][C:2]1[C:7]([O:8][CH:9]2[CH2:10][CH2:11][CH2:12][CH2:13]2)=[CH:6][C:5]([N:14]2[C:18](=[O:35])[C:17](=[C:22]([CH3:28])[CH3:23])[O:16][C:15]2=[O:19])=[C:4]([F:20])[CH:3]=1. Reported procedure: Ethyl N-(4-chloro-5-cyclopentyloxy-2-flourophenyl)carbamate (3.01 g, 10 mmol), ethyl 2-hydroxy-3-methyl-3-butenoate (4.32 g, 30 mmol) and tributylamine (92.7 mg, 0.5 mmol) were introduced into a flask (100 cc) equipped with an air condenser tube (20 cm), and the reaction was conducted at 210° C. for 15 hours under such a reduced pressure that the ethyl butenoate was refluxed below the middle of the air condenser tube. After the reaction solution was cooled to room temperature, toluene (30 mL) wa... Starting materials: NCC(O)CN1CCC(Oc2ccc(Cl)c(Cl)c2)CC1, O=C(O)c1sc(=O)[nH]c1C(F)(F)C(F)(F)F. The product is O=C(NCC(O)CN1CCC(Oc2ccc(Cl)c(Cl)c2)CC1)c1sc(=O)[nH]c1C(F)(F)C(F)(F)F. RXN SMILES: [NH2:1][CH2:2][CH:3]([CH2:4][N:5]1[CH2:6][CH2:7][CH:8]([O:11][c:12]2[cH:13][c:14]([Cl:19])[c:15]([Cl:18])[cH:16][cH:17]2)[CH2:9][CH2:10]1)[OH:20].[O:21]=[c:22]1[s:23][c:24]([C:34](=[O:35])[OH:36])[c:25]([C:27]([C:28]([F:29])([F:30])[F:31])([F:32])[F:33])[nH:26]1>>[NH:1]([CH2:2][CH:3]([CH2:4][N:5]1[CH2:6][CH2:7][CH:8]([O:11][c:12]2[cH:13][c:14]([Cl:19])[c:15]([Cl:18])[cH:16][cH:17]2)[CH2:9][CH2:10]1)[OH:20])[C:34]([c:24]1[s:23][c:22](=[O:21])[nH:26][c:25]1[C:27]([C:28]([F:29])([F:30])[F:31])([F:32])[F:33])=[O:35].